describe an organic reaction: reactants, conditions, products, and yield From a dataset of the Open Reaction Database (ORD), a public repository of structured organic reaction records. Starting materials: CS(=O)(=O)c1ccc(B(O)O)cc1, CO, OCc1ccc(-c2cnc3cc(Cl)ccn23)cc1, [K+], [K+], [K+], N#N, CC(=O)[O-], CC(=O)[O-], C1COCCO1, O, O=P([O-])([O-])[O-], [Pd+2]. Yields the product CS(=O)(=O)c1ccc(-c2ccn3c(-c4ccc(CO)cc4)cnc3c2)cc1. As a reaction SMILES: [CH3:21][S:22](=[O:23])(=[O:24])[c:25]1[cH:26][cH:27][c:28]([B:31]([OH:32])[OH:33])[cH:29][cH:30]1.[CH3:51][OH:52].[Cl:3][c:4]1[cH:5][c:6]2[n:7]([cH:8][cH:9]1)[c:10](-[c:13]1[cH:14][cH:15][c:16]([CH2:19][OH:20])[cH:17][cH:18]1)[cH:11][n:12]2.[K+:39].[K+:40].[K+:41].[N:1]#[N:2].[O-:43][C:44]([CH3:45])=[O:46].[O-:47][C:48]([CH3:49])=[O:50].[O:53]1[CH2:54][CH2:55][O:56][CH2:57][CH2:58]1.[OH2:59].[P:34]([O-:35])([O-:36])([O-:37])=[O:38].[Pd+2:42]>>[c:4]1(-[c:28]2[cH:27][cH:26][c:25]([S:22]([CH3:21])(=[O:23])=[O:24])[cH:30][cH:29]2)[cH:5][c:6]2[n:7]([cH:8][cH:9]1)[c:10](-[c:13]1[cH:14][cH:15][c:16]([CH2:19][OH:20])[cH:17][cH:18]1)[cH:11][n:12]2.